Dataset: the Open Reaction Database (ORD), a public repository of structured organic reaction records. Task: describe an organic reaction: reactants, conditions, products, and yield Reactants: C1CCOC1, CN1CCOCC1, Cc1nc(C(F)(F)F)ccc1C=CC(=O)O, COc1nc(OC)nc([N+]2(C)CCOCC2)n1, [Cl-], Cl, CS(=O)(=O)Nc1ccc(CN)cc1F, O. Product: Cc1nc(C(F)(F)F)ccc1C=CC(=O)NCc1ccc(NS(C)(=O)=O)c(F)c1. Reaction SMILES: [CH2:58]1[O:59][CH2:60][CH2:61][CH2:62]1.[CH3:16][N:17]1[CH2:18][CH2:19][O:20][CH2:21][CH2:22]1.[CH3:23][c:24]1[n:25][c:26]([C:35]([F:36])([F:37])[F:38])[cH:27][cH:28][c:29]1[CH:30]=[CH:31][C:32](=[O:33])[OH:34].[CH3:41][O:42][c:43]1[n:44][c:45]([O:46][CH3:47])[n:48][c:49]([N+:50]2([CH3:51])[CH2:52][CH2:53][O:54][CH2:55][CH2:56]2)[n:57]1.[Cl-:40].[ClH:1].[F:2][c:3]1[cH:4][c:5]([CH2:6][NH2:7])[cH:8][cH:9][c:10]1[NH:11][S:12](=[O:13])(=[O:14])[CH3:15].[OH2:39]>>[F:2][c:3]1[cH:4][c:5]([CH2:6][NH:7][C:32]([CH:31]=[CH:30][c:29]2[c:24]([CH3:23])[n:25][c:26]([C:35]([F:36])([F:37])[F:38])[cH:27][cH:28]2)=[O:33])[cH:8][cH:9][c:10]1[NH:11][S:12](=[O:13])(=[O:14])[CH3:15]. The reactants are solution, C(C)(C)[Mg]Cl (isopropyl magnesium chloride), C(C)(C)(C)OC(=O)N1CC(C1)C(NCOC)=O (3-(methoxymethylcarbamoyl)azetidine-1-carboxylic acid tert-butyl ester). Solvent: O1CCCC1 (tetrahydrofuran). Run at temperature 4 celsius, time 5 minute. Product: C(C)(C)(C)OC(=O)N1CC(C1)C(C(C)C)=O (3-(Isobutyryl)azetidine-1-carboxylic acid tert-butyl ester). Yield: 96.3%. RXN SMILES: [C:1]([O:5][C:6]([N:8]1[CH2:11][CH:10]([C:12](=[O:17])NCOC)[CH2:9]1)=[O:7])([CH3:4])([CH3:3])[CH3:2].[CH:18]([Mg]Cl)([CH3:20])[CH3:19]>O1CCCC1>[C:1]([O:5][C:6]([N:8]1[CH2:9][CH:10]([C:12](=[O:17])[CH:18]([CH3:20])[CH3:19])[CH2:11]1)=[O:7])([CH3:2])([CH3:3])[CH3:4]. Reported procedure: A solution of 3-(methoxymethylcarbamoyl)azetidine-1-carboxylic acid tert-butyl ester (1.06 g, 4.34 mmol) in anhydrous tetrahydrofuran (15 mL) was cooled to 4° C. under argon gas. 2M solution of isopropyl magnesium chloride (4.35 mL, 8.68 mmol) was added dropwise and the resulting reaction mixture was stirred at 4° C. for 5 min. The temperature was allowed to rise to RT and stirred for 1 h then the mixture was stirred at 40° C. for 1 h. The reaction mixture was quenched by addition of a saturated... Reactants: NC1=C(N=C(S1)C1=CC=C(C=C1)C(C)(C)O)C(=O)N (5-Amino-2-[4-(1-hydroxy-1-methylethyl)phenyl]-1,3-thiazole-4-carboxamide), C([O-])([O-])=O.[K+].[K+] (potassium carbonate), C(C)(C)(CC)O (tert-amyl alcohol), ClC1=CC=C(C(=N1)C)C(C)(C)O (2-(6-chloro-2-methylpyridin-3-yl)propan-2-ol), CC(C)C1=CC(=C(C(=C1)C(C)C)C2=C(C=CC=C2)P(C3CCCCC3)C4CCCCC4)C(C)C (X-PHOS). Yields the product OC(C)(C)C=1C=CC(=NC1C)NC1=C(N=C(S1)C1=CC=C(C=C1)C(C)(C)O)C(=O)N (5-{[5-(1-Hydroxy-1-methylethyl)-6-methylpyridin-2-yl]amino}-2-[4-(1-hydroxy-1-methylethyl)phenyl]-1,3-thiazole-4-carboxamide). Reagents/catalysts: C=1C=CC(=CC1)/C=C/C(=O)/C=C/C2=CC=CC=C2.C=1C=CC(=CC1)/C=C/C(=O)/C=C/C2=CC=CC=C2.C=1C=CC(=CC1)/C=C/C(=O)/C=C/C2=CC=CC=C2.[Pd].[Pd] (Pd2(dba)3). Procedure: The title compound was prepared as described in Example 1, Step 2 using 5-amino-2-[4-(1-hydroxy-1-methylethyl)phenyl]-1,3-thiazole-4-carboxamide (Example 5, Step 3) (150 mg, 0.54 mmol), 2-(6-chloro-2-methylpyridin-3-yl)propan-2-ol (100 mg, 0.54 mmol), Pd2(dba)3 (30 mg, 0.032 mmol), X-PHOS (77 mg, 0.16 mmol), potassium carbonate (82 mg, 0.60 mmol), and tert-amyl alcohol (1.1 ml) as starting materials. 1H NMR (500 MHz, d6-DMSO) δ 11.17 (s, 1H), 7.87 (d, 2H), 7.34 (d, 1H), 7.69 (s, 1H), 7.58 (s, 1H... RXN SMILES: [NH2:1][C:2]1[S:6][C:5]([C:7]2[CH:12]=[CH:11][C:10]([C:13]([OH:16])([CH3:15])[CH3:14])=[CH:9][CH:8]=2)=[N:4][C:3]=1[C:17]([NH2:19])=[O:18].Cl[C:21]1[N:26]=[C:25]([CH3:27])[C:24]([C:28]([OH:31])([CH3:30])[CH3:29])=[CH:23][CH:22]=1.CC(C1C=C(C(C)C)C(C2C=CC=CC=2P(C2CCCCC2)C2CCCCC2)=C(C(C)C)C=1)C.C(=O)([O-])[O-].[K+].[K+].C(O)(CC)(C)C>C1C=CC(/C=C/C(/C=C/C2C=CC=CC=2)=O)=CC=1.C1C=CC(/C=C/C(/C=C/C2C=CC=CC=2)=O)=CC=1.C1C=CC(/C=C/C(/C=C/C2C=CC=CC=2)=O)=CC=1.[Pd].[Pd]>[OH:31][C:28]([C:24]1[CH:23]=[CH:22][C:21]([NH:1][C:2]2[S:6][C:5]([C:7]3[CH:8]=[CH:9][C:10]([C:13]([OH:16])([CH3:15])[CH3:14])=[CH:11][CH:12]=3)=[N:4][C:3]=2[C:17]([NH2:19])=[O:18])=[N:26][C:25]=1[CH3:27])([CH3:30])[CH3:29] |f:3.4.5,7.8.9.10.11|. The reactants are CC(=O)Nc1c(C(=O)O)cc(F)cc1[N+](=O)[O-], Cl, [Na+], [OH-], O. Yields the product Nc1c(C(=O)O)cc(F)cc1[N+](=O)[O-]. As a reaction SMILES: [C:3](=[O:4])([CH3:5])[NH:6][c:7]1[c:8]([C:9](=[O:10])[OH:11])[cH:12][c:13]([F:19])[cH:14][c:15]1[N+:16](=[O:17])[O-:18].[ClH:20].[Na+:2].[OH-:1].[OH2:21]>>[NH2:6][c:7]1[c:8]([C:9](=[O:10])[OH:11])[cH:12][c:13]([F:19])[cH:14][c:15]1[N+:16](=[O:17])[O-:18]. The reactants are C(CCCCCCCCCCC)(=O)Cl (n-Dodecanoyl chloride), [Br-].NC1=C(C[P+](C2=CC=CC=C2)(C2=CC=CC=C2)C2=CC=CC=C2)C=CC(=C1)C(=O)OC ((2-amino-4-methoxycarbonylbenzyl)triphenylphosphonium bromide). Run in CN(C=O)C (dimethylformamide). Run at time 3 hour. Yields the product [Br-].COC(=O)C1=CC(=C(C[P+](C2=CC=CC=C2)(C2=CC=CC=C2)C2=CC=CC=C2)C=C1)NC(CCCCCCCCCCC)=O ([4-methoxycarbonyl-2-(n-dodecanamido)benzyl]triphenylphosphonium bromide). The yield is 73.5%. As a reaction SMILES: [C:1](Cl)(=[O:13])[CH2:2][CH2:3][CH2:4][CH2:5][CH2:6][CH2:7][CH2:8][CH2:9][CH2:10][CH2:11][CH3:12].[Br-:15].[NH2:16][C:17]1[CH:42]=[C:41]([C:43]([O:45][CH3:46])=[O:44])[CH:40]=[CH:39][C:18]=1[CH2:19][P+:20]([C:33]1[CH:38]=[CH:37][CH:36]=[CH:35][CH:34]=1)([C:27]1[CH:32]=[CH:31][CH:30]=[CH:29][CH:28]=1)[C:21]1[CH:26]=[CH:25][CH:24]=[CH:23][CH:22]=1>CN(C)C=O>[Br-:15].[CH3:46][O:45][C:43]([C:41]1[CH:40]=[CH:39][C:18]([CH2:19][P+:20]([C:27]2[CH:28]=[CH:29][CH:30]=[CH:31][CH:32]=2)([C:33]2[CH:38]=[CH:37][CH:36]=[CH:35][CH:34]=2)[C:21]2[CH:26]=[CH:25][CH:24]=[CH:23][CH:22]=2)=[C:17]([NH:16][C:1](=[O:13])[CH2:2][CH2:3][CH2:4][CH2:5][CH2:6][CH2:7][CH2:8][CH2:9][CH2:10][CH2:11][CH3:12])[CH:42]=1)=[O:44] |f:1.2,4.5|. Procedure: n-Dodecanoyl chloride (9.9 g) was added dropwise to a stirred suspension of (2-amino-4-methoxycarbonylbenzyl)triphenylphosphonium bromide (22.9 g) in dry dimethylformamide (225 ml) and stirring continued for 3 hours. The resulting solution was evaporated in vacuo to give an orangebrown oil which on treatment with water gave a solid. The solid was collected, washed with water, dried, washed with diethyl ether and collected to give [4-methoxycarbonyl-2-(n-dodecanamido)benzyl]triphenylphosphonium b... Starting materials: COC(=O)CCCCCNS(=O)(=O)c1cccc2ccccc12, CO, [Na+], [OH-]. The product is O=C(O)CCCCCNS(=O)(=O)c1cccc2ccccc12. Reaction SMILES: [CH3:1][O:2][C:3]([CH2:4][CH2:5][CH2:6][CH2:7][CH2:8][NH:9][S:10](=[O:11])(=[O:12])[c:13]1[cH:14][cH:15][cH:16][c:17]2[cH:18][cH:19][cH:20][cH:21][c:22]12)=[O:23].[CH3:26][OH:27].[Na+:25].[OH-:24]>>[O:2]=[C:3]([CH2:4][CH2:5][CH2:6][CH2:7][CH2:8][NH:9][S:10](=[O:11])(=[O:12])[c:13]1[cH:14][cH:15][cH:16][c:17]2[cH:18][cH:19][cH:20][cH:21][c:22]12)[OH:23]. Product: Cc1c(C(CC(C)C)Nc2ccc(C(=O)N(C)CCC(=O)O)cc2)oc2ccc(OCc3ccccc3)cc12. As a reaction SMILES: [CH2:1]([c:2]1[cH:3][cH:4][cH:5][cH:6][cH:7]1)[O:8][c:9]1[cH:10][cH:11][c:12]2[c:13]([c:14]([CH3:40])[c:15]([CH:17]([CH2:18][CH:19]([CH3:20])[CH3:21])[NH:22][c:23]3[cH:24][cH:25][c:26]([C:29](=[O:30])[N:31]([CH2:32][CH2:33][C:34](=[O:35])[O:36][CH2:37][CH3:38])[CH3:39])[cH:27][cH:28]3)[o:16]2)[cH:41]1.[CH3:44][CH2:45][OH:46].[Na+:43].[OH-:42]>>[CH2:1]([c:2]1[cH:3][cH:4][cH:5][cH:6][cH:7]1)[O:8][c:9]1[cH:10][cH:11][c:12]2[c:13]([c:14]([CH3:40])[c:15]([CH:17]([CH2:18][CH:19]([CH3:20])[CH3:21])[NH:22][c:23]3[cH:24][cH:25][c:26]([C:29](=[O:30])[N:31]([CH2:32][CH2:33][C:34](=[O:35])[OH:36])[CH3:39])[cH:27][cH:28]3)[o:16]2)[cH:41]1. The reactants are CCOC(=O)CCN(C)C(=O)c1ccc(NC(CC(C)C)c2oc3ccc(OCc4ccccc4)cc3c2C)cc1, CCO, [Na+], [OH-]. Reactants: O=S1(N(CCC1)C(C)(C)C1=CC=C(C(=O)O)C=C1)=O (4-[1-(1,1-dioxo-1λ6-isothiazolidin-2-yl)-1-methylethyl]benzoic acid), C1(CC1)C=1C=C(C(=NC1)N1CCNCC1)C (1-(5-cyclopropyl-3-methylpyridin-2-yl)piperazine). The product is C1(CC1)C=1C=C(C(=NC1)N1CCN(CC1)C(=O)C1=CC=C(C=C1)C(C)(C)N1S(CCC1)(=O)=O)C ([4-(5-cyclopropyl-3-methylpyridin-2-yl)piperazin-1-yl]{4-[1-(1,1-dioxo-1λ6-isothiazolidin-2-yl)-1-methylethyl]phenyl}methanone). The yield is 39.7%. RXN SMILES: [O:1]=[S:2]1(=[O:19])[CH2:6][CH2:5][CH2:4][N:3]1[C:7]([C:10]1[CH:18]=[CH:17][C:13]([C:14]([OH:16])=O)=[CH:12][CH:11]=1)([CH3:9])[CH3:8].[CH:20]1([C:23]2[CH:24]=[C:25]([CH3:35])[C:26]([N:29]3[CH2:34][CH2:33][NH:32][CH2:31][CH2:30]3)=[N:27][CH:28]=2)[CH2:22][CH2:21]1>>[CH:20]1([C:23]2[CH:24]=[C:25]([CH3:35])[C:26]([N:29]3[CH2:30][CH2:31][N:32]([C:14]([C:13]4[CH:12]=[CH:11][C:10]([C:7]([N:3]5[CH2:4][CH2:5][CH2:6][S:2]5(=[O:1])=[O:19])([CH3:8])[CH3:9])=[CH:18][CH:17]=4)=[O:16])[CH2:33][CH2:34]3)=[N:27][CH:28]=2)[CH2:22][CH2:21]1. Reported procedure: Using 4-[1-(1,1-dioxo-1λ6-isothiazolidin-2-yl)-1-methylethyl]benzoic acid (170 mg) described in Preparation Example 39 and 1-(5-cyclopropyl-3-methylpyridin-2-yl)piperazine (156 mg) described in Preparation Example 83 and by the reaction and treatment in the same manner as in Example 87, the title compound (115 mg) was obtained. Starting materials: CCOC(=O)CC1OB(O)c2cc(Oc3ccnc(OCCCNC(=O)OC(C)(C)C)n3)cc(C)c21, C1CCOC1, Cl, [Li+], [OH-], O, O. The product is Cc1cc(Oc2ccnc(OCCCNC(=O)OC(C)(C)C)n2)cc2c1C(CC(=O)O)OB2O. As a reaction SMILES: [CH2:1]([CH3:2])[O:3][C:4]([CH2:5][CH:6]1[c:7]2[c:8]([cH:12][c:13]([O:17][c:18]3[n:19][c:20]([O:24][CH2:25][CH2:26][CH2:27][NH:28][C:29](=[O:30])[O:31][C:32]([CH3:33])([CH3:34])[CH3:35])[n:21][cH:22][cH:23]3)[cH:14][c:15]2[CH3:16])[B:9]([OH:11])[O:10]1)=[O:36].[CH2:40]1[O:41][CH2:42][CH2:43][CH2:44]1.[ClH:39].[Li+:38].[OH-:37].[OH2:45].[OH2:46]>>[O:3]=[C:4]([CH2:5][CH:6]1[c:7]2[c:8]([cH:12][c:13]([O:17][c:18]3[n:19][c:20]([O:24][CH2:25][CH2:26][CH2:27][NH:28][C:29](=[O:30])[O:31][C:32]([CH3:33])([CH3:34])[CH3:35])[n:21][cH:22][cH:23]3)[cH:14][c:15]2[CH3:16])[B:9]([OH:11])[O:10]1)[OH:36].